Dataset: the Open Reaction Database (ORD), a public repository of structured organic reaction records. Task: describe an organic reaction: reactants, conditions, products, and yield The reactants are C(C1=CC=CC=C1)(C1=CC=CC=C1)N1CC(C1)OC(C1=C(C=CC=C1)C(F)(F)F)C1=CC=C(C=C1)SC (1-benzhydryl-3-[2-(trifluoromethyl)-4′-(methylthio)-benzhydryloxy]azetidine), Cl.ClC1=C(C(C2=CC=C(C=C2)Cl)OC2CNC2)C=CC=C1 (3-(2,4′-dichlorobenzhydryloxy)azetidine hydrochloride). Product: Cl.FC(C1=C(C(C2=CC=C(C=C2)SC)OC2CNC2)C=CC=C1)(F)F (3-[2-trifluoromethyl-4′-(methylthio)benzhydryloxy]azetidine hydrochloride). As a reaction SMILES: C([N:14]1[CH2:17][CH:16]([O:18][CH:19]([C:30]2[CH:35]=[CH:34][C:33]([S:36][CH3:37])=[CH:32][CH:31]=2)[C:20]2[CH:25]=[CH:24][CH:23]=[CH:22][C:21]=2[C:26]([F:29])([F:28])[F:27])[CH2:15]1)(C1C=CC=CC=1)C1C=CC=CC=1.Cl.[Cl:39]C1C=CC=CC=1C(OC1CNC1)C1C=CC(Cl)=CC=1>>[ClH:39].[F:29][C:26]([F:27])([F:28])[C:21]1[CH:22]=[CH:23][CH:24]=[CH:25][C:20]=1[CH:19]([O:18][CH:16]1[CH2:17][NH:14][CH2:15]1)[C:30]1[CH:35]=[CH:34][C:33]([S:36][CH3:37])=[CH:32][CH:31]=1 |f:1.2,3.4|. Procedure details: This material was prepared from 1-benzhydryl-3-[2-(trifluoromethyl)-4′-(methylthio)benzhydryloxy]azetidine (117) (8.7 mmol) using the procedure described for compound (9) (2.29 g, 68%). The reactants are CC(C)(C)OC(=O)N1CC(O)CC1C(=O)N1CCCN(C2CCC2)CC1, O=C([O-])[O-], Cc1cnc2c(ccc3c(C)c(C)cnc32)c1C, Cc1ccccc1, [Cs+], [Cs+], [Cu]I, Ic1ccccc1. Yields the product CC(C)(C)OC(=O)N1CC(Oc2ccccc2)CC1C(=O)N1CCCN(C2CCC2)CC1. Reaction SMILES: [C:1]([CH3:2])([CH3:3])([CH3:4])[O:5][C:6](=[O:7])[N:8]1[CH:9]([C:14](=[O:15])[N:16]2[CH2:17][CH2:18][N:19]([CH:23]3[CH2:24][CH2:25][CH2:26]3)[CH2:20][CH2:21][CH2:22]2)[CH2:10][CH:11]([OH:13])[CH2:12]1.[C:52](=[O:53])([O-:54])[O-:55].[CH3:34][c:35]1[cH:36][n:37][c:38]2[c:39]([c:40]1[CH3:41])[cH:42][cH:43][c:44]1[c:45]2[n:46][cH:47][c:48]([CH3:49])[c:50]1[CH3:51].[CH3:58][c:59]1[cH:60][cH:61][cH:62][cH:63][cH:64]1.[Cs+:56].[Cs+:57].[Cu:65][I:66].[I:27][c:28]1[cH:29][cH:30][cH:31][cH:32][cH:33]1>>[C:1]([CH3:2])([CH3:3])([CH3:4])[O:5][C:6](=[O:7])[N:8]1[CH:9]([C:14](=[O:15])[N:16]2[CH2:17][CH2:18][N:19]([CH:23]3[CH2:24][CH2:25][CH2:26]3)[CH2:20][CH2:21][CH2:22]2)[CH2:10][CH:11]([O:13][c:28]2[cH:29][cH:30][cH:31][cH:32][cH:33]2)[CH2:12]1. The reactants are ClC1=NC=CC(=N1)C=1C=C(CN(S(=O)(=O)C)CC=2C=NC=CC2)C=CC1 (N-[3-(2-Chloro-pyrimidin-4-yl)-benzyl]-N-pyridin-3-ylmethyl-methanesulfonamide), NCCC1=CC=C(C=C1)O (tyramine), 490. Product: OC1=CC=C(C=C1)CCNC1=NC=CC(=N1)C=1C=C(CN(S(=O)(=O)C)CC=2C=NC=CC2)C=CC1 (N-(3-{2-[2-(4-Hydroxy-phenyl)-ethylamino]-pyrimidin-4-yl}-benzyl)-N-pyridin-3-ylmethyl-methanesulfonamide). RXN SMILES: Cl[C:2]1[N:7]=[C:6]([C:8]2[CH:9]=[C:10]([CH:24]=[CH:25][CH:26]=2)[CH2:11][N:12]([CH2:17][C:18]2[CH:19]=[N:20][CH:21]=[CH:22][CH:23]=2)[S:13]([CH3:16])(=[O:15])=[O:14])[CH:5]=[CH:4][N:3]=1.[NH2:27][CH2:28][CH2:29][C:30]1[CH:35]=[CH:34][C:33]([OH:36])=[CH:32][CH:31]=1>>[OH:36][C:33]1[CH:34]=[CH:35][C:30]([CH2:29][CH2:28][NH:27][C:2]2[N:7]=[C:6]([C:8]3[CH:9]=[C:10]([CH:24]=[CH:25][CH:26]=3)[CH2:11][N:12]([CH2:17][C:18]3[CH:19]=[N:20][CH:21]=[CH:22][CH:23]=3)[S:13]([CH3:16])(=[O:15])=[O:14])[CH:5]=[CH:4][N:3]=2)=[CH:31][CH:32]=1. Procedure: Intermediate 13 was coupled with tyramine following procedure F. LC-MS showed the product had the expected M+H+ of 490. 1H NMR (Varian 300 MHz, CDCl3, shifts relative to the solvent peak at 7.24 ppm) δ 8.5 (d, 2H) 8.4 (s, 1H) 8.3 (d, 1H) 7.9 (m, 4H) 7.4 (d, 2H) 7.3 (m, 1H) 7.1 (d, 2H) 6.9 (d, 1H) 6.7 (d, 1H) 5.6 (m, 1H) 4.4 (d, 4H) 3.7 (m, 2H) 2.9 (m, 5H). Reactants: Cl.CC(C(N)C(=O)O)C1=CC=CC=C1 (β-Methyl(dl)phenylalanine hydrochloride), Cl (hydrochloric acid), C=O (formaldehyde), [OH-].[Na+] (NaOH). Run in O (water). Run at time 3.5 hour. Yields the product CC1C(NCC2=CC=CC=C12)C(=O)O (4-Methyltetrahydroisoquinoline-3-carboxylic acid). Reaction SMILES: Cl.[CH3:2][CH:3]([C:9]1[CH:14]=[CH:13][CH:12]=[CH:11][CH:10]=1)[CH:4]([C:6]([OH:8])=[O:7])[NH2:5].Cl.[CH2:16]=O.[OH-].[Na+]>O>[CH3:2][CH:3]1[C:9]2[C:14](=[CH:13][CH:12]=[CH:11][CH:10]=2)[CH2:16][NH:5][CH:4]1[C:6]([OH:8])=[O:7] |f:0.1,4.5|. Procedure details: β-Methyl(dl)phenylalanine hydrochloride (4 g), concentrated hydrochloric acid (20 ml) and formaldehyde (6 ml) were heated with stirring in an oil bath at 100° for 3.5 h and then evaporated to dryness to give a white froth which was dissolved in water (20 ml) and the pH adjusted to 4 with 5M NaOH, under nitrogen. The reaction mixture was stored at 5° for 60 h after which a precipitated white solid was recovered by filtration, washed with a small quantity of water and dried to yield the title comp... Reaction conditions: time 5 minute. Isolated yield 15.5%. The product is BrC=1C=C2C(=CC1)OC=1C=NC(=CC1C21COCCC(=N1)N)Cl (7-bromo-3-chloro-6′,7′-dihydro-2′H-spiro[chromeno[2,3-c]pyridine-5,3′-[1,4]oxazepin]-5′-amine). Reactants: C[Al](C)C (Trimethylaluminum), solution, [C@@H]([C@H](C(=O)[O-])O)(C(=O)[O-])O.[Na+].[K+] (Rochelle's salt), NC1(C2=CC(=CC=C2OC=2C=NC(=CC21)Cl)Br)COCCC#N (3-((5-amino-7-bromo-3-chloro-5H-chromeno[2,3-c]pyridin-5-yl)methoxy)propanenitrile). Reported procedure: A 500-mL RBF was charged with 3-((5-amino-7-bromo-3-chloro-5H-chromeno[2,3-c]pyridin-5-yl)methoxy)propanenitrile (3.967 g, 10.05 mmol) and toluene (100 mL) to give a clear solution. Trimethylaluminum (10.55 mL of a 2M solution in toluene, 21.11 mmol) was added, and the resulting mixture was stirred for 5 min. A reflux condenser was attached, and the mixture was heated to reflux for 1 h. After the mixture had cooled to RT, a saturated aq. Rochelle's salt solution (200 mL) was slowly added. The mi... RXN SMILES: [NH2:1][C:2]1([CH2:18][O:19][CH2:20][CH2:21][C:22]#[N:23])[C:15]2[CH:14]=[C:13]([Cl:16])[N:12]=[CH:11][C:10]=2[O:9][C:8]2[C:3]1=[CH:4][C:5]([Br:17])=[CH:6][CH:7]=2.C[Al](C)C.[C@H](O)(C([O-])=O)[C@@H](O)C([O-])=O.[Na+].[K+]>C1(C)C=CC=CC=1.CCOC(C)=O.O>[Br:17][C:5]1[CH:4]=[C:3]2[C:2]3([N:1]=[C:22]([NH2:23])[CH2:21][CH2:20][O:19][CH2:18]3)[C:15]3[CH:14]=[C:13]([Cl:16])[N:12]=[CH:11][C:10]=3[O:9][C:8]2=[CH:7][CH:6]=1 |f:2.3.4|. Solvent: C1(=CC=CC=C1)C (toluene), CCOC(=O)C (EtOAc), O (water), C1(=CC=CC=C1)C (toluene). Reactants: C(C)OC(=O)C=1N(N=C(C1)C1=CC=C(C=C1)Cl)C (5-(4-chloro-phenyl)-2-methyl-2H-pyrazole-3-carboxylic acid ethyl ester), [H-].[Al+3].[Li+].[H-].[H-].[H-] (lithium aluminium hydride). Product: ClC1=CC=C(C=C1)C=1C=C(N(N1)C)CO ([5-(4-chloro-phenyl)-2-methyl-2H-pyrazol-3-yl]-methanol). As a reaction SMILES: C([O:3][C:4]([C:6]1[N:7]([CH3:18])[N:8]=[C:9]([C:11]2[CH:16]=[CH:15][C:14]([Cl:17])=[CH:13][CH:12]=2)[CH:10]=1)=O)C.[H-].[Al+3].[Li+].[H-].[H-].[H-]>>[Cl:17][C:14]1[CH:13]=[CH:12][C:11]([C:9]2[CH:10]=[C:6]([CH2:4][OH:3])[N:7]([CH3:18])[N:8]=2)=[CH:16][CH:15]=1 |f:1.2.3.4.5.6|. Procedure details: In analogy to the procedure described for example 1 a], 5-(4-chloro-phenyl)-2-methyl-2H-pyrazole-3-carboxylic acid ethyl ester was reduced with lithium aluminium hydride to give [5-(4-chloro-phenyl)-2-methyl-2H-pyrazol-3-yl]-methanol as colorless crystals. Starting materials: CCOC(=O)CCc1cc(F)cc(F)c1, CC(C)C[AlH]CC(C)C, Cc1ccccc1, CCOCC, [Cl-], [Mg+2], [NH4+], O=S(=O)([O-])[O-]. Product: O=CCCc1cc(F)cc(F)c1. Reaction SMILES: [CH2:1]([O:3][C:4](=[O:2])[CH2:5][CH2:6][c:7]1[cH:8][c:9]([F:14])[cH:10][c:11]([F:13])[cH:12]1)[CH3:15].[CH3:16][CH:17]([CH2:18][AlH:19][CH2:20][CH:21]([CH3:22])[CH3:23])[CH3:24].[CH3:33][c:34]1[cH:35][cH:36][cH:37][cH:38][cH:39]1.[CH3:40][CH2:41][O:42][CH2:43][CH3:44].[Cl-:25].[Mg+2:27].[NH4+:26].[O-:28][S:29](=[O:30])(=[O:31])[O-:32]>>[O:3]=[CH:4][CH2:5][CH2:6][c:7]1[cH:8][c:9]([F:14])[cH:10][c:11]([F:13])[cH:12]1.